From a dataset of the Open Reaction Database (ORD), a public repository of structured organic reaction records. describe an organic reaction: reactants, conditions, products, and yield The reactants are O1C2C(CC(C21)(CCCCOC2=CC=CC=C2)O[Si](C)(C)C)=O (2,3-epoxy-4-trimethylsilyloxy-4-(4-phenoxybutyl)cyclopentanone), C[S-].[Na+] (sodium thiomethoxide), C(C)(=O)O (acetic acid), [Cl-].[NH4+] (ammonium chloride). The solvent is CO (methanol), C(C)N(CC)CC (Triethylamine), CO (methanol). Reaction conditions: time 10 minute. Yields the product CSC=1C(CC(C1)(CCCCOC1=CC=CC=C1)O)=O (2-methylthio-4-hydroxy-4-(4-phenoxybutyl)-2-cyclopentenone). The yield is 50.8%. As a reaction SMILES: [CH3:1][S-:2].[Na+].C(O)(=O)C.[O:8]1[CH:13]2[CH:9]1[C:10](=O)[CH2:11][C:12]2([O:25][Si](C)(C)C)[CH2:14][CH2:15][CH2:16][CH2:17][O:18][C:19]1[CH:24]=[CH:23][CH:22]=[CH:21][CH:20]=1.[Cl-].[NH4+]>CO.C(N(CC)CC)C>[CH3:1][S:2][C:10]1[C:9](=[O:8])[CH2:13][C:12]([OH:25])([CH2:14][CH2:15][CH2:16][CH2:17][O:18][C:19]2[CH:24]=[CH:23][CH:22]=[CH:21][CH:20]=2)[CH:11]=1 |f:0.1,4.5|. Procedure details: To a solution of 25 mg of sodium thiomethoxide dissolved in methanol, 51 μl of acetic acid was added, and the mixture was stirred for 10 minutes. Triethylamine (170 μl ) was then added, and after the mixture was stirred for 10 minutes, a solution of 16 mg of 2,3-epoxy-4-trimethylsilyloxy-4-(4-phenoxybutyl)cyclopentanone obtained in Example 51 in 3 ml of methanol was added and the mixture was stirred for 5 hours. Then saturated aqueous ammonium chloride was added, and the mixture was extracted wi... Reactants: BrC=1C=CC2=C(C=CO2)C1 (5-bromo-1-benzofuran), CC#N (MeCN), CC=1SC=C(N1)C(=O)NC=1C2=CN(N=C2C=C(C1)B1OC(CC(O1)(C)C)(C)C)C1OCCCC1 (2-methyl-N-[2-(tetrahydro-2H-pyran-2-yl)-6-(4,4,6,6-tetramethyl-1,3,2-dioxaborinan-2-yl)-2H-indazol-4-yl]-1,3-thiazole-4-carboxamide), [O-]P([O-])(=O)OP(=O)([O-])OP(=O)([O-])[O-].[K+].[K+].[K+].[K+].[K+] (potassium triphosphate). Reaction conditions: time 1 hour. The product is O1C=CC2=C1C=CC(=C2)C2=CC(=C1C=NNC1=C2)NC(=O)C=2N=C(SC2)C (N-[6-(1-Benzofuran-5-yl)-1H-indazol-4-yl]-2-methyl-1,3-thiazole-4-carboxamide). Run in O1CCOCC1 (1,4-Dioxane), O1CCOCC1 (1,4-Dioxane), O (water). Reagents/catalysts: Cl[Pd]C1=C(C=CC=C1)C1=C(C=CC=C1)N(C)C.[C@@H]12C(C[C@@H](CC1)C2)PC2[C@H]1CC[C@@H](C2)C1 (chloro[2′-(dimethylamino)-2-biphenylyl]palladium (1R,4S)-bicyclo[2.2.1]hept-2-yl[(1S,4R)-bicyclo[2.2.1]hept-2-yl]phosphane). The yield is 10.7%. Procedure: 2-methyl-N-[2-(tetrahydro-2H-pyran-2-yl)-6-(4,4,6,6-tetramethyl-1,3,2-dioxaborinan-2-yl)-2H-indazol-4-yl]-1,3-thiazole-4-carboxamide (53 mg, 0.11 mmol) was dissolved in 1,4-Dioxane (0.4 mL) and added to 5-bromo-1-benzofuran (20 mg, 0.1 mmol, available from ABCR) in a microwave vessel. 1,4-Dioxane (0.4 ml) was added followed by chloro[2′-(dimethylamino)-2-biphenylyl]palladium-(1R,4S)-bicyclo[2.2.1]hept-2-yl[(1S,4R)-bicyclo[2.2.1]hept-2-yl]phosphane (1:1) (Solvias catalyst, 2 mg, 0.004 mmol, (heap... As a reaction SMILES: [CH3:1][C:2]1[S:3][CH:4]=[C:5]([C:7]([NH:9][C:10]2[C:11]3[C:15]([CH:16]=[C:17](B4OC(C)(C)CC(C)(C)O4)[CH:18]=2)=[N:14][N:13](C2CCCCO2)[CH:12]=3)=[O:8])[N:6]=1.Br[C:36]1[CH:37]=[CH:38][C:39]2[O:43][CH:42]=[CH:41][C:40]=2[CH:44]=1.[O-]P(OP(OP([O-])([O-])=O)([O-])=O)(=O)[O-].[K+].[K+].[K+].[K+].[K+].CC#N>O1CCOCC1.O.Cl[Pd]C1C=CC=CC=1C1C=CC=CC=1N(C)C.[C@H]12C[C@H](CC1)CC2PC1C[C@H]2C[C@@H]1CC2>[O:43]1[C:39]2[CH:38]=[CH:37][C:36]([C:17]3[CH:16]=[C:15]4[C:11]([CH:12]=[N:13][NH:14]4)=[C:10]([NH:9][C:7]([C:5]4[N:6]=[C:2]([CH3:1])[S:3][CH:4]=4)=[O:8])[CH:18]=3)=[CH:44][C:40]=2[CH:41]=[CH:42]1 |f:2.3.4.5.6.7,11.12|. Reactants: NaCHO3, CCCCCC (hexane), CC(C)(C)C1=NC(=NC(=C1O)C(C)(C)C)NC(=S)N (N-[4,6-bis(1,1-dimethylethyl)-5-hydroxy-2-pyrimidinyl]thiourea), C(C)C(C(C(=O)[O-])=O)Br (ethylbromopyruvate). Run in C(C)O (ethanol), O (water). The product is C(C)OC(=O)C=1N=C(SC1)NC1=NC(=C(C(=N1)C(C)(C)C)O)C(C)(C)C ([4,6-Bis(1,1-dimethylethyl)-5-hydroxy-2-pyrimidinylamino]-4-thiazolecarboxylic acid ethyl ester). RXN SMILES: [CH3:1][C:2]([C:5]1[C:10]([OH:11])=[C:9]([C:12]([CH3:15])([CH3:14])[CH3:13])[N:8]=[C:7]([NH:16][C:17]([NH2:19])=[S:18])[N:6]=1)([CH3:4])[CH3:3].C([CH:22](Br)[C:23](=O)[C:24]([O-:26])=[O:25])C.[CH3:29][CH2:30]CCCC>C(O)C.O>[CH2:29]([O:26][C:24]([C:23]1[N:19]=[C:17]([NH:16][C:7]2[N:8]=[C:9]([C:12]([CH3:13])([CH3:15])[CH3:14])[C:10]([OH:11])=[C:5]([C:2]([CH3:1])([CH3:3])[CH3:4])[N:6]=2)[S:18][CH:22]=1)=[O:25])[CH3:30]. Procedure: N-[4,6-bis(1,1-dimethylethyl)-5-hydroxy-2-pyrimidinyl]thiourea (1.0 g, 3.5 mmol) is added to a solution of ethylbromopyruvate (0.72 g, 3.7 mmol) in 25 mL of ethanol. The mixture is warmed to reflux for 4.5 hours, then diluted with 100 mL of water. The pH of the solution is adjusted to 4 with saturated NaCHO3. The resulting precipitate is collected by filtration and recrystallized from ethanol/water. Yield of 2-([4,6-bis(1,1-dimethylethyl)-5-hydroxy-2-pyrimidinyl]amino)-4-thiazolecarboxylic acid ... Reactants: BrBr (bromine), C1(=CC=CC=C1)C(C(C)=O)=O (1-phenylpropane-1,2-dione), BrBr (bromine). Run in C(Cl)(Cl)Cl (chloroform), C(Cl)(Cl)Cl (chloroform). Run at temperature 50 celsius. Product: BrCC(C(=O)C1=CC=CC=C1)=O (3-Bromo-1-phenylpropane-1,2-dione). Isolated yield 102.0%. RXN SMILES: [C:1]1([C:7](=[O:11])[C:8](=[O:10])[CH3:9])[CH:6]=[CH:5][CH:4]=[CH:3][CH:2]=1.[Br:12]Br>C(Cl)(Cl)Cl>[Br:12][CH2:9][C:8](=[O:10])[C:7]([C:1]1[CH:6]=[CH:5][CH:4]=[CH:3][CH:2]=1)=[O:11]. Reported procedure: 5.32 kg of 1-phenylpropane-1,2-dione (98.6% by G.C. equivalent to 5.24 kg, 35.4 mole) were dissolved in 36 liters of chloroform and the solution was heated to 50° C. A solution of 5.66 kg (35.4 mole) of bromine in 8 liters of chloroform was added slowly to maintain a gentle reflux and immediate decolorization of the bromine (approximately 6 hours). The solution was cooled to room temperature overnight and was washed with 20 liters of saturated sodium bicarbonate solution and 20 liters of water a...